From a dataset of the Open Reaction Database (ORD), a public repository of structured organic reaction records. describe an organic reaction: reactants, conditions, products, and yield Reactants: O (water), [N+](=O)([O-])C1=C(C=CC=C1)SC1=NNC=N1 (3-(2-Nitrophenylthio)-1,2,4-triazole), C(C)N(C(=O)Cl)CC (diethyl carbamoyl chloride), C([O-])([O-])=O.[K+].[K+] (potassium carbonate). Solvent: CC(=O)C (acetone). Product: C(C)N(C(=O)N1N=C(N=C1)SC1=C(C=CC=C1)[N+](=O)[O-])CC (1-(diethylcarbamoyl)-3-(2-nitrophenylthio)-1,2,4-triazole). As a reaction SMILES: [N+:1]([C:4]1[CH:9]=[CH:8][CH:7]=[CH:6][C:5]=1[S:10][C:11]1[N:15]=[CH:14][NH:13][N:12]=1)([O-:3])=[O:2].[CH2:16]([N:18]([CH2:22][CH3:23])[C:19](Cl)=[O:20])[CH3:17].C(=O)([O-])[O-].[K+].[K+].O>CC(C)=O>[CH2:16]([N:18]([CH2:22][CH3:23])[C:19]([N:13]1[CH:14]=[N:15][C:11]([S:10][C:5]2[CH:6]=[CH:7][CH:8]=[CH:9][C:4]=2[N+:1]([O-:3])=[O:2])=[N:12]1)=[O:20])[CH3:17] |f:2.3.4|. Reported procedure: 3-(2-Nitrophenylthio)-1,2,4-triazole (4 g) and diethyl carbamoyl chloride (2.71 g) are dissolved in acetone (50 ml) and potassium carbonate (5.5 g) is added, followed by reaction for 5 h under reflux with stirring. After cooling, water (100 ml) is added to the reaction solution, whereupon the crystal of the end product precipitates. After drying, the crystal is recrystallized from ethyl acetate/n-hexane to produce the titled compound, 1-(diethylcarbamoyl)-3-(2-nitrophenylthio)-1,2,4-triazole, in... Starting materials: OCC(C)(C)NC(=S)NC1=CC=C(C=C1)[N+](=O)[O-] (1-(2-hydroxy-1,1-dimethyl-ethyl)-3-(4-nitro-phenyl)-thiourea), [OH-].[Na+] (sodium hydroxide), C1(=CC=C(C=C1)S(=O)(=O)Cl)C (p-toluenesulfonyl chloride). Procedure: To a solution of 1-(2-hydroxy-1,1-dimethyl-ethyl)-3-(4-nitro-phenyl)-thiourea (3.25 g, 12 mmol) in THF was added 0.5 M aqueous sodium hydroxide (60.4 mL, 30.2 mmol), followed by dropwise addition of a solution of p-toluenesulfonyl chloride (2.52 g, 13.2 mmol) in THF (20 mL). The mixture was stirred at r.t. for 3 h then diluted with water and extracted with ethyl acetate. The organic extracts were washed with brine, dried over anhydrous sodium sulfate and concentrated in vacuo to give (4,4-dimeth... Product: CC1(NC(OC1)=NC1=CC=C(C=C1)[N+](=O)[O-])C ((4,4-dimethyl-oxazolidin-2-ylidene)-(4-nitro-phenyl)-amine). Reaction conditions: time 3 hour. Run in C1CCOC1 (THF), C1CCOC1 (THF), O (water). RXN SMILES: [OH:1][CH2:2][C:3]([NH:6][C:7]([NH:9][C:10]1[CH:15]=[CH:14][C:13]([N+:16]([O-:18])=[O:17])=[CH:12][CH:11]=1)=S)([CH3:5])[CH3:4].[OH-].[Na+].C1(C)C=CC(S(Cl)(=O)=O)=CC=1>C1COCC1.O>[CH3:4][C:3]1([CH3:5])[CH2:2][O:1][C:7](=[N:9][C:10]2[CH:15]=[CH:14][C:13]([N+:16]([O-:18])=[O:17])=[CH:12][CH:11]=2)[NH:6]1 |f:1.2|. Yield: 95.6%. The reactants are CN(c1ccccc1-c1ccc2cnc(OS(=O)(=O)C(F)(F)F)nn12)S(C)(=O)=O, COCC(C)O, CCN(C(C)C)C(C)C, COc1cc(CN2CCC(O)CC2)ccc1N. The product is COc1cc(CN2CCC(O)CC2)ccc1Nc1ncc2ccc(-c3ccccc3N(C)S(C)(=O)=O)n2n1. RXN SMILES: [CH3:18][S:19](=[O:20])(=[O:21])[N:22]([c:23]1[c:24](-[c:29]2[cH:30][cH:31][c:32]3[cH:33][n:34][c:35]([O:38][S:39]([C:40]([F:41])([F:42])[F:43])(=[O:44])=[O:45])[n:36][n:37]23)[cH:25][cH:26][cH:27][cH:28]1)[CH3:46].[CH3:56][O:57][CH2:58][CH:59]([OH:60])[CH3:61].[CH:47]([N:48]([CH2:49][CH3:50])[CH:51]([CH3:52])[CH3:53])([CH3:54])[CH3:55].[NH2:1][c:2]1[c:3]([O:16][CH3:17])[cH:4][c:5]([CH2:6][N:7]2[CH2:8][CH2:9][CH:10]([OH:13])[CH2:11][CH2:12]2)[cH:14][cH:15]1>>[NH:1]([c:2]1[c:3]([O:16][CH3:17])[cH:4][c:5]([CH2:6][N:7]2[CH2:8][CH2:9][CH:10]([OH:13])[CH2:11][CH2:12]2)[cH:14][cH:15]1)[c:35]1[n:34][cH:33][c:32]2[cH:31][cH:30][c:29](-[c:24]3[c:23]([N:22]([S:19]([CH3:18])(=[O:20])=[O:21])[CH3:46])[cH:28][cH:27][cH:26][cH:25]3)[n:37]2[n:36]1. Reactants: CC#N, CC(C)N1C(=O)C(Cl)=C(c2ccccc2)S1(=O)=O, N#Cc1ccc(CCN)cc1. The product is CC(C)N1C(=O)C(NCCc2ccc(C#N)cc2)=C(c2ccccc2)S1(=O)=O. As a reaction SMILES: [CH3:30][C:31]#[N:32].[Cl:1][C:2]1=[C:6]([c:7]2[cH:8][cH:9][cH:10][cH:11][cH:12]2)[S:5](=[O:13])(=[O:14])[N:4]([CH:15]([CH3:16])[CH3:17])[C:3]1=[O:18].[NH2:19][CH2:20][CH2:21][c:22]1[cH:23][cH:24][c:25]([C:26]#[N:27])[cH:28][cH:29]1>>[C:2]1([NH:19][CH2:20][CH2:21][c:22]2[cH:23][cH:24][c:25]([C:26]#[N:27])[cH:28][cH:29]2)=[C:6]([c:7]2[cH:8][cH:9][cH:10][cH:11][cH:12]2)[S:5](=[O:13])(=[O:14])[N:4]([CH:15]([CH3:16])[CH3:17])[C:3]1=[O:18]. Reactants: CC(=O)Cl, ClCCl, C[SiH](C)OC1(CSCC(O)CNC(=O)OCc2ccc([N+](=O)[O-])cc2)CC(C(C)(C)C)CN1C(=O)OCc1ccc([N+](=O)[O-])cc1, c1ccncc1. Product: CC(=O)OC(CNC(=O)OCc1ccc([N+](=O)[O-])cc1)CSCC1(O[SiH](C)C)CC(C(C)(C)C)CN1C(=O)OCc1ccc([N+](=O)[O-])cc1. RXN SMILES: [CH3:53][C:54]([Cl:55])=[O:56].[Cl:57][CH2:58][Cl:59].[N+:1](=[O:2])([O-:3])[c:4]1[cH:5][cH:6][c:7]([CH2:8][O:9][C:10](=[O:11])[NH:12][CH2:13][CH:14]([CH2:15][S:16][CH2:17][C:18]2([O:40][SiH:41]([CH3:42])[CH3:43])[N:19]([C:27](=[O:28])[O:29][CH2:30][c:31]3[cH:32][cH:33][c:34]([N+:37](=[O:38])[O-:39])[cH:35][cH:36]3)[CH2:20][CH:21]([C:23]([CH3:24])([CH3:25])[CH3:26])[CH2:22]2)[OH:44])[cH:45][cH:46]1.[cH:47]1[cH:48][cH:49][n:50][cH:51][cH:52]1>>[N+:1](=[O:2])([O-:3])[c:4]1[cH:5][cH:6][c:7]([CH2:8][O:9][C:10](=[O:11])[NH:12][CH2:13][CH:14]([CH2:15][S:16][CH2:17][C:18]2([O:40][SiH:41]([CH3:42])[CH3:43])[N:19]([C:27](=[O:28])[O:29][CH2:30][c:31]3[cH:32][cH:33][c:34]([N+:37](=[O:38])[O-:39])[cH:35][cH:36]3)[CH2:20][CH:21]([C:23]([CH3:24])([CH3:25])[CH3:26])[CH2:22]2)[O:44][C:54]([CH3:53])=[O:56])[cH:45][cH:46]1. The reactants are CC(=O)Oc1ccc(N2CCN(C)CC2)cc1Br, CC(=O)O, CO, [Na+], [OH-]. Yields the product CN1CCN(c2ccc(O)c(Br)c2)CC1. As a reaction SMILES: [C:1](=[O:2])([CH3:3])[O:4][c:5]1[c:6]([Br:18])[cH:7][c:8]([N:11]2[CH2:12][CH2:13][N:14]([CH3:17])[CH2:15][CH2:16]2)[cH:9][cH:10]1.[CH3:21][C:22](=[O:23])[OH:24].[CH3:25][OH:26].[Na+:20].[OH-:19]>>[OH:4][c:5]1[c:6]([Br:18])[cH:7][c:8]([N:11]2[CH2:12][CH2:13][N:14]([CH3:17])[CH2:15][CH2:16]2)[cH:9][cH:10]1. Starting materials: COC1=C(C=CC(=C1)C(F)(F)F)C1=CN=NC2=CC(=CC=C12)S(=O)(=O)Cl (4-(2-methoxy-4-(trifluoromethyl)phenyl)cinnoline-7-sulfonyl chloride), C(C)(=O)O (acetic acid), ice, COC1=CC=C(CNC=2SC=CN2)C=C1 (N-(4-methoxybenzyl)thiazol-2-amine), C[Si](C)(C)[N-][Si](C)(C)C.[Li+] (lithium bis(trimethylsilyl)amide). Run in CO.O (MeOH H2O), C1CCOC1 (THF), C1CCOC1 (THF). Run at time 15 minute. The product is COC1=C(C=CC(=C1)C(F)(F)F)C1=CN=NC2=CC(=CC=C12)S(=O)(=O)NC=1SC=CN1 (4-(2-methoxy-4-(trifluoromethyl)phenyl)-N-(thiazol-2-yl)cinnoline-7-sulfonamide). The yield is 42.0%. Reaction SMILES: COC1C=CC(C[NH:8][C:9]2[S:10][CH:11]=[CH:12][N:13]=2)=CC=1.C[Si]([N-][Si](C)(C)C)(C)C.[Li+].[CH3:26][O:27][C:28]1[CH:33]=[C:32]([C:34]([F:37])([F:36])[F:35])[CH:31]=[CH:30][C:29]=1[C:38]1[C:47]2[C:42](=[CH:43][C:44]([S:48](Cl)(=[O:50])=[O:49])=[CH:45][CH:46]=2)[N:41]=[N:40][CH:39]=1.C(O)(=O)C>C1COCC1.CO.O>[CH3:26][O:27][C:28]1[CH:33]=[C:32]([C:34]([F:37])([F:36])[F:35])[CH:31]=[CH:30][C:29]=1[C:38]1[C:47]2[C:42](=[CH:43][C:44]([S:48]([NH:8][C:9]3[S:10][CH:11]=[CH:12][N:13]=3)(=[O:50])=[O:49])=[CH:45][CH:46]=2)[N:41]=[N:40][CH:39]=1 |f:1.2,6.7|. Reported procedure: To a flask containing an ice cold suspension of N-(4-methoxybenzyl)thiazol-2-amine (40.2 mg, 0.182 mmol) in THF (668 μl) was added lithium bis(trimethylsilyl)amide (1M in THF) (191 μl, 0.191 mmol) drop wise over 10 min. The mixture was stirred for 15 min prior to the drop wise addition of a solution of 4-(2-methoxy-4-(trifluoromethyl)phenyl)cinnoline-7-sulfonyl chloride (70 mg, 0.174 mmol) in THF (0.7 ml). The solution was allowed to stir for 1 hr (ice melt) providing a brown solution. To the mi... Reactants: CC(C)=CCBr, Clc1ccc(-c2cc3c4c(c2)C2CNCCC2N4CCC3)c(Cl)c1, N. Yields the product CC(C)=CCN1CCC2C(C1)c1cc(-c3ccc(Cl)cc3Cl)cc3c1N2CCC3. As a reaction SMILES: [Br:25][CH2:26][CH:27]=[C:28]([CH3:29])[CH3:30].[Cl:1][c:2]1[c:3](-[c:9]2[cH:10][c:11]3[c:16]4[c:17]([cH:18]2)[CH:19]2[CH:20]([N:15]4[CH2:14][CH2:13][CH2:12]3)[CH2:21][CH2:22][NH:23][CH2:24]2)[cH:4][cH:5][c:6]([Cl:8])[cH:7]1.[NH3:31]>>[Cl:1][c:2]1[c:3](-[c:9]2[cH:10][c:11]3[c:16]4[c:17]([cH:18]2)[CH:19]2[CH:20]([N:15]4[CH2:14][CH2:13][CH2:12]3)[CH2:21][CH2:22][N:23]([CH2:26][CH:27]=[C:28]([CH3:29])[CH3:30])[CH2:24]2)[cH:4][cH:5][c:6]([Cl:8])[cH:7]1. The reactants are O=C(O)c1cn(C2CC2)c2cc(Cl)c(F)cc2c1=O, c1ccncc1, c1cncc(C2CNCCN2)c1. Product: O=C(O)c1cn(C2CC2)c2cc(N3CCNC(c4cccnc4)C3)c(F)cc2c1=O. Reaction SMILES: [Cl:13][c:14]1[c:15]([F:31])[cH:16][c:17]2[c:18](=[O:30])[c:19]([C:27](=[O:28])[OH:29])[cH:20][n:21]([CH:24]3[CH2:25][CH2:26]3)[c:22]2[cH:23]1.[cH:32]1[cH:33][cH:34][n:35][cH:36][cH:37]1.[n:1]1[cH:2][c:3]([CH:7]2[NH:8][CH2:9][CH2:10][NH:11][CH2:12]2)[cH:4][cH:5][cH:6]1>>[n:1]1[cH:2][c:3]([CH:7]2[NH:8][CH2:9][CH2:10][N:11]([c:14]3[c:15]([F:31])[cH:16][c:17]4[c:18](=[O:30])[c:19]([C:27](=[O:28])[OH:29])[cH:20][n:21]([CH:24]5[CH2:25][CH2:26]5)[c:22]4[cH:23]3)[CH2:12]2)[cH:4][cH:5][cH:6]1. Starting materials: NC1=CC=C2C=CN(C2=C1)CC[C@H](CO[Si](C)(C)C(C)(C)C)N1C=NC(=C1)C(=O)N (1-[(R)-4-(6-aminoindol-1-yl)-1-(tert-butyldimethylsilyloxy)-2-butyl]imidazole-4-carboxamide), C(C1=CC=CC=C1)N=C=O (benzylisocyanate). The solvent is C1CCOC1 (THF). Conditions: time 2 hour. Product: C(C1=CC=CC=C1)NC(NC1=CC=C2C=CN(C2=C1)CC[C@H](CO[Si](C)(C)C(C)(C)C)N1C=NC(=C1)C(=O)N)=O (1-[(R)-4-(6-(3-benzylureido)indol-1-yl)-1-(tert-butyldimethylsilyloxy)-2-butyl]imidazole-4-carboxamide). Isolated yield 77.0%. RXN SMILES: [NH2:1][C:2]1[CH:10]=[C:9]2[C:5]([CH:6]=[CH:7][N:8]2[CH2:11][CH2:12][C@@H:13]([N:23]2[CH:27]=[C:26]([C:28]([NH2:30])=[O:29])[N:25]=[CH:24]2)[CH2:14][O:15][Si:16]([C:19]([CH3:22])([CH3:21])[CH3:20])([CH3:18])[CH3:17])=[CH:4][CH:3]=1.[CH2:31]([N:38]=[C:39]=[O:40])[C:32]1[CH:37]=[CH:36][CH:35]=[CH:34][CH:33]=1>C1COCC1>[CH2:31]([NH:38][C:39](=[O:40])[NH:1][C:2]1[CH:10]=[C:9]2[C:5]([CH:6]=[CH:7][N:8]2[CH2:11][CH2:12][C@@H:13]([N:23]2[CH:27]=[C:26]([C:28]([NH2:30])=[O:29])[N:25]=[CH:24]2)[CH2:14][O:15][Si:16]([C:19]([CH3:22])([CH3:21])[CH3:20])([CH3:18])[CH3:17])=[CH:4][CH:3]=1)[C:32]1[CH:37]=[CH:36][CH:35]=[CH:34][CH:33]=1. Procedure: To a solution of 1-[(R)-4-(6-aminoindol-1-yl)-1-(tert-butyldimethylsilyloxy)-2-butyl]imidazole-4-carboxamide (100 mg, 0.234 mmol) in THF (5 ml) was added dropwise benzylisocyanate (32 μl, 0.257 mmol). The reaction mixture was stirred at room temperature for 2 hours and the solvent was concentrated in vacuo. The residue was purified by silica gel (4.5 g) column chromatography eluting with chloroform/methanol (30:1) to give 1-[(R)-4-(6-(3-benzylureido)indol-1-yl)-1-(tert-butyldimethylsilyloxy)-2-b...